From a dataset of the Open Reaction Database (ORD), a public repository of structured organic reaction records. describe an organic reaction: reactants, conditions, products, and yield Reactants: CCOC(=O)Cc1ccc(-c2nc(COc3ccc(COc4nn(-c5ccccc5)cc4C=Cc4nc(N5CCN(C(=O)OC(C)(C)C)CC5)sc4C)cc3OC)c(C)o2)cc1, CCO, Cl, [Na+], C1CCOC1, [OH-], O. Yields the product COc1cc(COc2nn(-c3ccccc3)cc2C=Cc2nc(N3CCN(C(=O)OC(C)(C)C)CC3)sc2C)ccc1OCc1nc(-c2ccc(CC(=O)O)cc2)oc1C. Reaction SMILES: [CH2:1]([CH3:2])[O:3][C:4]([CH2:5][c:6]1[cH:7][cH:8][c:9](-[c:12]2[o:13][c:14]([CH3:61])[c:15]([CH2:17][O:18][c:19]3[c:20]([O:59][CH3:60])[cH:21][c:22]([CH2:23][O:24][c:25]4[n:26][n:27](-[c:51]5[cH:52][cH:53][cH:54][cH:55][cH:56]5)[cH:28][c:29]4[CH:30]=[CH:31][c:32]4[n:33][c:34]([N:38]5[CH2:39][CH2:40][N:41]([C:44](=[O:45])[O:46][C:47]([CH3:48])([CH3:49])[CH3:50])[CH2:42][CH2:43]5)[s:35][c:36]4[CH3:37])[cH:57][cH:58]3)[n:16]2)[cH:10][cH:11]1)=[O:62].[CH3:72][CH2:73][OH:74].[ClH:70].[Na+:69].[O:63]1[CH2:64][CH2:65][CH2:66][CH2:67]1.[OH-:68].[OH2:71]>>[O:3]=[C:4]([CH2:5][c:6]1[cH:7][cH:8][c:9](-[c:12]2[o:13][c:14]([CH3:61])[c:15]([CH2:17][O:18][c:19]3[c:20]([O:59][CH3:60])[cH:21][c:22]([CH2:23][O:24][c:25]4[n:26][n:27](-[c:51]5[cH:52][cH:53][cH:54][cH:55][cH:56]5)[cH:28][c:29]4[CH:30]=[CH:31][c:32]4[n:33][c:34]([N:38]5[CH2:39][CH2:40][N:41]([C:44](=[O:45])[O:46][C:47]([CH3:48])([CH3:49])[CH3:50])[CH2:42][CH2:43]5)[s:35][c:36]4[CH3:37])[cH:57][cH:58]3)[n:16]2)[cH:10][cH:11]1)[OH:62].